Dataset: the Open Reaction Database (ORD), a public repository of structured organic reaction records. Task: describe an organic reaction: reactants, conditions, products, and yield RXN SMILES: [Br:14][Mg:15][c:16]1[cH:17][cH:18][cH:19][cH:20][cH:21]1.[C:1]([CH3:2])([CH3:3])([CH3:4])[Si:5]([O:6][CH2:7][CH2:8][C:9]([CH3:10])=[O:11])([CH3:12])[CH3:13].[CH2:22]1[O:23][CH2:24][CH2:25][CH2:26]1>>[C:1]([CH3:2])([CH3:3])([CH3:4])[Si:5]([O:6][CH2:7][CH2:8][C:9]([CH3:10])([OH:11])[c:16]1[cH:17][cH:18][cH:19][cH:20][cH:21]1)([CH3:12])[CH3:13]. The product is CC(O)(CCO[Si](C)(C)C(C)(C)C)c1ccccc1. Starting materials: Br[Mg]c1ccccc1, CC(=O)CCO[Si](C)(C)C(C)(C)C, C1CCOC1.